From a dataset of the Open Reaction Database (ORD), a public repository of structured organic reaction records. describe an organic reaction: reactants, conditions, products, and yield Starting materials: C1CCOC1, CC#N, C[Si](C)(C)[N-][Si](C)(C)C, [Cl-], CC1(c2cccnc2Cl)OCCO1, [NH4+], [Na+]. Yields the product CC1(c2cccnc2CC#N)OCCO1. Reaction SMILES: [CH2:29]1[O:30][CH2:31][CH2:32][CH2:33]1.[CH3:14][C:15]#[N:16].[CH3:17][Si:18]([N-:19][Si:20]([CH3:21])([CH3:22])[CH3:23])([CH3:24])[CH3:25].[Cl-:27].[Cl:1][c:2]1[n:3][cH:4][cH:5][cH:6][c:7]1[C:8]1([CH3:13])[O:9][CH2:10][CH2:11][O:12]1.[NH4+:28].[Na+:26]>>[c:2]1([CH2:14][C:15]#[N:16])[n:3][cH:4][cH:5][cH:6][c:7]1[C:8]1([CH3:13])[O:9][CH2:10][CH2:11][O:12]1. The reactants are N1C(=NC2=C1C=CC=C2)CN2C(C1=C(C=C2)OC(=C1)C)=O (5-(1H-Benzimidazol-2-ylmethyl)-2-methyl-5H-furo[3,2-c]pyridine-4-one), C([O-])([O-])=O.[K+].[K+] (potassium carbonate), C(C)N1C2=C(N(C(C(C1=O)(C)C)=O)C)C=C(C=C2)OCCCI (1-ethyl-7-(3-iodopropoxy)-3,3,5-trimethyl-1,5-dihydrobenzo[b][1,4]diazepine-2,4-dione). The solvent is CN(C)C=O (DMF). Run at temperature 60 celsius, time 8 hour. Yields the product C(C)N1C2=C(N(C(C(C1=O)(C)C)=O)C)C=C(C=C2)OCCCN2C(=NC1=C2C=CC=C1)CN1C(C2=C(C=C1)OC(=C2)C)=O (1-ethyl-3,3,5-trimethyl-7-{3-[2-(2-methyl-4-oxo-4H-furo[3,2-c]pyridin-5-ylmethyl)benzimidazol-1-yl]propoxy}-1,5-dihydrobenzo[b][1,4]diazepine-2,4-dione). The yield is 74.0%. RXN SMILES: [NH:1]1[C:5]2[CH:6]=[CH:7][CH:8]=[CH:9][C:4]=2[N:3]=[C:2]1[CH2:10][N:11]1[CH:16]=[CH:15][C:14]2[O:17][C:18]([CH3:20])=[CH:19][C:13]=2[C:12]1=[O:21].C(=O)([O-])[O-].[K+].[K+].[CH2:28]([N:30]1[C:36](=[O:37])[C:35]([CH3:39])([CH3:38])[C:34](=[O:40])[N:33]([CH3:41])[C:32]2[CH:42]=[C:43]([O:46][CH2:47][CH2:48][CH2:49]I)[CH:44]=[CH:45][C:31]1=2)[CH3:29]>CN(C=O)C>[CH2:28]([N:30]1[C:36](=[O:37])[C:35]([CH3:38])([CH3:39])[C:34](=[O:40])[N:33]([CH3:41])[C:32]2[CH:42]=[C:43]([O:46][CH2:47][CH2:48][CH2:49][N:1]3[C:5]4[CH:6]=[CH:7][CH:8]=[CH:9][C:4]=4[N:3]=[C:2]3[CH2:10][N:11]3[CH:16]=[CH:15][C:14]4[O:17][C:18]([CH3:20])=[CH:19][C:13]=4[C:12]3=[O:21])[CH:44]=[CH:45][C:31]1=2)[CH3:29] |f:1.2.3|. Reported procedure: 5-(1H-Benzimidazol-2-ylmethyl)-2-methyl-5H-furo[3,2-c]pyridine-4-one(0.28 g) and potassium carbonate(0.9 g) were added to a DMF solution(2 ml) of 1-ethyl-7-(3-iodopropoxy)-3,3,5-trimethyl-1,5-dihydrobenzo[b][1,4]diazepine-2,4-dione (0.43 g). The mixture was stirred at 60° C. overnight. After the reaction liquid was condensed under reduced pressure, the residue was purified by silica gel column chromatography (ethyl acetate: methanol=20:1→4:1). The purified product was condensed to dryness under ...